describe an organic reaction: reactants, conditions, products, and yield From a dataset of the Open Reaction Database (ORD), a public repository of structured organic reaction records. The reactants are CCO, O=Cc1ccc(Cl)cc1Cl, [K+], N#CCC#N, [OH-]. The product is N#CC(C#N)=Cc1ccc(Cl)cc1Cl. As a reaction SMILES: [CH3:18][CH2:19][OH:20].[Cl:1][c:2]1[c:3]([CH:4]=[O:5])[cH:6][cH:7][c:8]([Cl:10])[cH:9]1.[K+:17].[N:11]#[C:12][CH2:13][C:14]#[N:15].[OH-:16]>>[Cl:1][c:2]1[c:3]([CH:4]=[C:13]([C:12]#[N:11])[C:14]#[N:15])[cH:6][cH:7][c:8]([Cl:10])[cH:9]1.